From a dataset of the Open Reaction Database (ORD), a public repository of structured organic reaction records. describe an organic reaction: reactants, conditions, products, and yield Reactants: C(CCC)P(CCCC)CCCC (tri(n-butyl)phosphine), ClC1=CC=C(C=C1)SCCl (chloromethyl 4-chlorophenyl sulfide). Run in O1CCOCC1 (p-dioxane), CCCCCC (hexane). The product is [Cl-].C(CCC)[P+](CSC1=CC=C(C=C1)Cl)(CCCC)CCCC (Tributyl((4-chlorophenylthio)methyl)phosphonium chloride). RXN SMILES: [CH2:1]([P:5]([CH2:10][CH2:11][CH2:12][CH3:13])[CH2:6][CH2:7][CH2:8][CH3:9])[CH2:2][CH2:3][CH3:4].[Cl:14][C:15]1[CH:20]=[CH:19][C:18]([S:21][CH2:22]Cl)=[CH:17][CH:16]=1>O1CCOCC1.CCCCCC>[Cl-:14].[CH2:10]([P+:5]([CH2:1][CH2:2][CH2:3][CH3:4])([CH2:6][CH2:7][CH2:8][CH3:9])[CH2:22][S:21][C:18]1[CH:19]=[CH:20][C:15]([Cl:14])=[CH:16][CH:17]=1)[CH2:11][CH2:12][CH3:13] |f:4.5|. Procedure: A solution of 8.45 g of tri(n-butyl)phosphine and 8.33 g of chloromethyl 4-chlorophenyl sulfide in 25 ml of p-dioxane was stirred and refluxed (101°-102° C.) for 20 hours. The mixture was cooled to room temperature and diluted with 100 ml of hexane. The white precipitate was filtered and dried to give 1, as a solid, mp 113°-114° C. Starting materials: [OH-].[K+] (KOH), solution, C(C)(C)(C)OC(C(C(CCC=1C=C(C(=O)OCC)C=CC1)SCC1=CC=C(C=C1)OC)CC=1C=NC(=CC1)NC(=O)OC(C)(C)C)=O (ethyl 3-{5-tert-butoxy-4-({6-[(tert-butoxycarbonyl)amino]pyridin-3-yl}methyl)-3-[(4-methoxybenzyl)thio]-5-oxopentyl}benzoate). Run in C1(=CC=CC=C1)C (toluene), C(C)O (ethanol), C(C)O (ethanol), C(C)OCC (diethyl ether), O (water). Run at time 2 hour. Yields the product C(C)(C)(C)OC(C(C(CCC=1C=C(C(=O)O)C=CC1)SCC1=CC=C(C=C1)OC)CC=1C=NC(=CC1)NC(=O)OC(C)(C)C)=O (3-{5-tert-butoxy-4-({6-[(tert-butoxycarbonyl)amino]pyridin-3-yl}methyl)-3-[(4-methoxybenzyl)thio]-5-oxopentyl}benzoic acid). Isolated yield 54.0%. RXN SMILES: [OH-].[K+].[C:3]([O:7][C:8](=[O:49])[CH:9]([CH2:34][C:35]1[CH:36]=[N:37][C:38]([NH:41][C:42]([O:44][C:45]([CH3:48])([CH3:47])[CH3:46])=[O:43])=[CH:39][CH:40]=1)[CH:10]([S:24][CH2:25][C:26]1[CH:31]=[CH:30][C:29]([O:32][CH3:33])=[CH:28][CH:27]=1)[CH2:11][CH2:12][C:13]1[CH:14]=[C:15]([CH:21]=[CH:22][CH:23]=1)[C:16]([O:18]CC)=[O:17])([CH3:6])([CH3:5])[CH3:4]>C(O)C.C(OCC)C.O.C1(C)C=CC=CC=1>[C:3]([O:7][C:8](=[O:49])[CH:9]([CH2:34][C:35]1[CH:36]=[N:37][C:38]([NH:41][C:42]([O:44][C:45]([CH3:48])([CH3:47])[CH3:46])=[O:43])=[CH:39][CH:40]=1)[CH:10]([S:24][CH2:25][C:26]1[CH:27]=[CH:28][C:29]([O:32][CH3:33])=[CH:30][CH:31]=1)[CH2:11][CH2:12][C:13]1[CH:14]=[C:15]([CH:21]=[CH:22][CH:23]=1)[C:16]([OH:18])=[O:17])([CH3:5])([CH3:6])[CH3:4] |f:0.1|. Procedure: KOH (5 mL of a 1M solution in ethanol) was added to a solution of ethyl 3-{5-tert-butoxy-4-({6-[(tert-butoxycarbonyl)amino]pyridin-3-yl}methyl)-3-[(4-methoxybenzyl)thio]-5-oxopentyl}benzoate (0.27 g, 0.406 mmol, synthesised according to the procedure for Example 1) in ethanol (2 mL), and the mixture was stirred at room temperature for 2 h and then at 50° C. for 2 h. The reaction mixture was then diluted with diethyl ether and water. The organic phase was extracted with 0.1M aqueous KOH and the c... The reactants are solution, C[Si](C)(C)[N-][Si](C)(C)C.[Li+] (lithium bis-(trimethylsilyl)amide), CSC1C(C(N1)=O)C(C)OC(=O)OCC1=CC=C(C=C1)[N+](=O)[O-] (4-methylthio-3-[1-(p-nitrobenzyloxycarbonyloxy)-ethyl]-azetidin-2-one), BrCC(=O)OCC1=CC=C(C=C1)[N+](=O)[O-] (p-nitrobenzyl bromoacetate). The solvent is C(C)(=O)OCC (ethyl acetate), C1(=CC=CC=C1)C (toluene), C(Cl)Cl (CH2Cl2), O1CCCC1 (tetrahydrofuran), CN(C)C=O (DMF). Reaction conditions: temperature -70 celsius, time 30 minute. Yields the product CSC1C(C(N1CC(=O)OCC1=CC=C(C=C1)[N+](=O)[O-])=O)C(C)OC(=O)OCC1=CC=C(C=C1)[N+](=O)[O-] (p-Nitrobenzyl 2-[4-methylthio-3-(1-(p-nitrobenzyloxycarbonyloxy)-ethyl)-2-oxoazetidinyl]-acetate). As a reaction SMILES: C[Si]([N-][Si](C)(C)C)(C)C.[Li+].[CH3:11][S:12][CH:13]1[NH:16][C:15](=[O:17])[CH:14]1[CH:18]([O:20][C:21]([O:23][CH2:24][C:25]1[CH:30]=[CH:29][C:28]([N+:31]([O-:33])=[O:32])=[CH:27][CH:26]=1)=[O:22])[CH3:19].Br[CH2:35][C:36]([O:38][CH2:39][C:40]1[CH:45]=[CH:44][C:43]([N+:46]([O-:48])=[O:47])=[CH:42][CH:41]=1)=[O:37]>O1CCCC1.CN(C=O)C.C(OCC)(=O)C.C1(C)C=CC=CC=1.C(Cl)Cl>[CH3:11][S:12][CH:13]1[N:16]([CH2:35][C:36]([O:38][CH2:39][C:40]2[CH:45]=[CH:44][C:43]([N+:46]([O-:48])=[O:47])=[CH:42][CH:41]=2)=[O:37])[C:15](=[O:17])[CH:14]1[CH:18]([O:20][C:21]([O:23][CH2:24][C:25]1[CH:26]=[CH:27][C:28]([N+:31]([O-:33])=[O:32])=[CH:29][CH:30]=1)=[O:22])[CH3:19] |f:0.1|. Procedure details: 2.2 ml of a 1 M solution of lithium bis-(trimethylsilyl)amide are added with stirring at -70° C. in the course of 5 minutes to a mixture of 680 g (2mmol) of 4-methylthio-3-[1-(p-nitrobenzyloxycarbonyloxy)-ethyl]-azetidin-2-one and 602 mg (2.2 mmol) of p-nitrobenzyl bromoacetate in 2 ml of dry tetrahydrofuran and 2 ml of dry DMF. The reaction mixture is stirred at -70° C. during the course of 30 minutes, diluted with 30 ml of ethyl acetate and 70 ml of toluene and washed twice with dilute NaCl so... Starting materials: CCC1(O)CCN(Cc2ccccc2)CC1, CO, O=C[O-], [NH4+]. The product is CCC1(O)CCNCC1. As a reaction SMILES: [CH2:1]([c:2]1[cH:3][cH:4][cH:5][cH:6][cH:7]1)[N:8]1[CH2:9][CH2:10][C:11]([OH:14])([CH2:15][CH3:16])[CH2:12][CH2:13]1.[CH3:21][OH:22].[CH:17]([O-:18])=[O:19].[NH4+:20]>>[NH:8]1[CH2:9][CH2:10][C:11]([OH:14])([CH2:15][CH3:16])[CH2:12][CH2:13]1. Isolated yield 119.0%. Solvent: CCCCCC (hexane), CCCCCC (hexane), CCCCCC (hexane), O1CCCC1 (tetrahydrofuran), O1CCCC1 (tetrahydrofuran). Product: C(C)OC(C=C(C=CC=C(C=C)C)C)=O (3,7-dimethyl-2,4,6,8-nonatetraenoic acid ethyl ester). Reaction conditions: temperature -40 celsius. As a reaction SMILES: [Br-].[CH2:2](OC1C=CC=CC=1C[P+](C1C=CC=CC=1)(C1C=CC=CC=1)C1C=CC=CC=1)CCCCCCCC.C([Li])CCC.[CH2:43]([O:45][C:46](=[O:57])[CH:47]=[C:48]([CH3:56])[CH:49]=[CH:50][CH:51]=[C:52]([CH:54]=O)[CH3:53])[CH3:44].CO>O1CCCC1.CCCCCC>[CH2:43]([O:45][C:46](=[O:57])[CH:47]=[C:48]([CH3:56])[CH:49]=[CH:50][CH:51]=[C:52]([CH3:53])[CH:54]=[CH2:2])[CH3:44] |f:0.1|. Procedure details: A solution of [[2-(nonyloxy)phenyl]methyl]triphenylphosphonium bromide (150 g) in tetrahydrofuran (1100 mL) was cooled to -50° C. to yield a fine suspension of the solid salt. To this mixture was added a solution of n-butyllithium in hexane (180 mL, a 1.6 molar) to yield a solution of the ylide. The mixture was then stirred a further15 min at -40° C., cooled to -70° and treated with 7-formyl-3-methyl-2,4,6-octatrienoic acid ethyl ester (65 g) dissolved in tetrahydrofuran (250 mL). Addition of he... Starting materials: C(CCC)[Li] (n-butyllithium), CO (methanol), [Br-].C(CCCCCCCC)OC1=C(C=CC=C1)C[P+](C1=CC=CC=C1)(C1=CC=CC=C1)C1=CC=CC=C1 ([[2-(nonyloxy)phenyl]methyl]triphenylphosphonium bromide), C(C)OC(C=C(C=CC=C(C)C=O)C)=O (7-formyl-3-methyl-2,4,6-octatrienoic acid ethyl ester). The reactants are C(C)(C)(C)OC(C[C@H](C[C@@H](CC)C)CN)=O ((3S,5R)-3-Aminomethyl-5-methyl-heptanoic acid tert-butyl ester), C[C@@H](C[C@H]1CC(NC1)=O)CC ((S)-4-((R)-2-Methyl-butyl)-pyrrolidin-2-one), Cl (HCl). Reaction conditions: temperature 50 celsius. Yields the product NC[C@H](CC(=O)O)C[C@@H](CC)C ((3S, 5R)-3-aminomethyl-5-methyl-heptanoic acid). As a reaction SMILES: C([O:5][C:6](=[O:16])[CH2:7][C@@H:8]([CH2:14][NH2:15])[CH2:9][C@H:10]([CH3:13])[CH2:11][CH3:12])(C)(C)C.C[C@H](CC)C[C@@H]1CNC(=O)C1.Cl>>[NH2:15][CH2:14][C@@H:8]([CH2:9][C@H:10]([CH3:13])[CH2:11][CH3:12])[CH2:7][C:6]([OH:16])=[O:5]. Reported procedure: The mixture of amine 117 and lactam 118 was treated with 6N HCl and the solution warmed to 50° C. for 17 hours then cooled to room temperature and concentrated. The resultant oil was subjected to ion-exchange chromatography (Dowex, strongly acidic resin) using 5% ammonium hydroxide to give a cream solid which was recrystallized from methanol/ethyl acetate to give (3S, 5R)-3-aminomethyl-5-methyl-heptanoic acid, example 10. MS, m/z (relative intensity): 174 [M+H, 100%]. Anal. Calcd for C19H19N1O2.... The reactants are CN1CNS(C2=C1C=CN=C2)(=O)=O (4-METHYL-2,3-DIHYDRO-4H-PYRIDO[4,3-e] [1,2,4]THIADIAZINE 1,1-DIOXIDE), C([O-])([O-])=O.[K+].[K+] (potassium carbonate), C1(=CC=C(C=C1)S(=O)(=O)OC)C (methyl p-toluenesulfonate). Run in C(C)#N (acetonitrile). Product: CN1S(C2=C(N(C1)C)C=CN=C2)(=O)=O (2,4-DIMETHYL-2,3-DIHYDRO-4H-PYRIDO[4,3-e] [1,2,4]THIADIAZINE 1,1-DIOXIDE). As a reaction SMILES: [CH3:1][N:2]1[C:7]2[CH:8]=[CH:9][N:10]=[CH:11][C:6]=2[S:5](=[O:13])(=[O:12])[NH:4][CH2:3]1.[C:14](=O)([O-])[O-].[K+].[K+].C1(C)C=CC(S(OC)(=O)=O)=CC=1>C(#N)C>[CH3:14][N:4]1[CH2:3][N:2]([CH3:1])[C:7]2[CH:8]=[CH:9][N:10]=[CH:11][C:6]=2[S:5]1(=[O:13])=[O:12] |f:1.2.3|. Procedure: A solution of 0.25 g of 4-methyl-2,3-dihydro-4H- pyrido[4,3e][1,2,4]thiadiazine 1,1-dioxide (Example 5) in 8 cm3 of acetonitrile is treated with 0.5 g of potassium carbonate (±3 eq.) and then with 0.26 g of methyl p-toluenesulfonate (1.1 eq.). The suspension obtained is brought to reflux for 2 hours. The solvent is then removed by evaporation under reduced pressure and the residue is distributed between 10 cm3 of water and 100 ml of chloroform. The aqueous phase is then extracted twice with 50 c... Reactants: C(C)(C)(C)OC(NC1CCN(CC1)CCN1C[C@@H](CCC1)O)=O ({1-[2-((R)-3-Hydroxy-piperidin-1-yl)-ethyl]-piperidin-4-yl}-carbamic acid tert-butyl ester), Cl (HCl), O1CCOCC1 (dioxane), Cl.Cl.Cl.CC1CCN(CC1)CCN1CCC(CC1)N (1-[2-(4-Methyl-piperidin-1-yl)-ethyl]-piperidin-4-ylamine tri-hydrochloride). The product is Cl.Cl.Cl.NC1CCN(CC1)CCN1C[C@@H](CCC1)O ((R)-1-[2-(4-Amino-piperidin-1-yl)-ethyl]-piperidin-3-ol tri-hydrochloride). As a reaction SMILES: C(OC(=O)[NH:7][CH:8]1[CH2:13][CH2:12][N:11]([CH2:14][CH2:15][N:16]2[CH2:21][CH2:20][CH2:19][C@@H:18]([OH:22])[CH2:17]2)[CH2:10][CH2:9]1)(C)(C)C.[ClH:24].O1CCOCC1.Cl.Cl.Cl.CC1CCN(CCN2CCC(N)CC2)CC1>>[ClH:24].[ClH:24].[ClH:24].[NH2:7][CH:8]1[CH2:9][CH2:10][N:11]([CH2:14][CH2:15][N:16]2[CH2:21][CH2:20][CH2:19][C@@H:18]([OH:22])[CH2:17]2)[CH2:12][CH2:13]1 |f:3.4.5.6,7.8.9.10|. Procedure: It is prepared by BOC-cleavage of tert-butyl ester 13 (1.7 g, 5.19 mmol) with 4M−HCl in dioxane (10.4 ml, 41.52 mmol) as described for amine 7. The reactants are ClC=1C(=C(C(=O)O)C=C(C1)Cl)I (3,5-dichloro-2-iodo-benzoic acid), O=S(Cl)Cl (SOCl2). Yields the product ClC=1C(=C(C(=O)Cl)C=C(C1)Cl)I (3,5-dichloro-2-iodobenzoyl chloride). Yield: 98.0%. RXN SMILES: [Cl:1][C:2]1[C:3]([I:12])=[C:4]([CH:8]=[C:9]([Cl:11])[CH:10]=1)[C:5](O)=[O:6].O=S(Cl)[Cl:15]>>[Cl:1][C:2]1[C:3]([I:12])=[C:4]([CH:8]=[C:9]([Cl:11])[CH:10]=1)[C:5]([Cl:15])=[O:6]. Procedure details: A mixture of 3,5-dichloro-2-iodo-benzoic acid (9.0 g, 28 mmol) and SOCl2 (100 mL) was heated to reflux overnight. The solvent was removed to give crude 3,5-dichloro-2-iodobenzoyl chloride (9.4 g, 98%). 1H NMR (CDCl3): 7.64 (m, 2H). Reactants: C(C)OC(=O)C=1NC2=CC=CC=C2C1 (1H-indole-2-carboxylic acid ethyl ester), BrCC1=CC=CC2=CC(=CC=C12)OC (1-bromomethyl-6-methoxy-naphthalene). Yields the product COC=1C=C2C=CC=C(C2=CC1)CN1C(=CC2=CC=CC=C12)C(=O)O (1-(6-Methoxy-naphthalen-1-ylmethyl)-1H-indole-2-carboxylic acid). As a reaction SMILES: C([O:3][C:4]([C:6]1[NH:7][C:8]2[C:13]([CH:14]=1)=[CH:12][CH:11]=[CH:10][CH:9]=2)=[O:5])C.Br[CH2:16][C:17]1[C:26]2[C:21](=[CH:22][C:23]([O:27][CH3:28])=[CH:24][CH:25]=2)[CH:20]=[CH:19][CH:18]=1>>[CH3:28][O:27][C:23]1[CH:22]=[C:21]2[C:26](=[CH:25][CH:24]=1)[C:17]([CH2:16][N:7]1[C:8]3[C:13](=[CH:12][CH:11]=[CH:10][CH:9]=3)[CH:14]=[C:6]1[C:4]([OH:3])=[O:5])=[CH:18][CH:19]=[CH:20]2. Procedure details: Using general procedure B, 1H-indole-2-carboxylic acid ethyl ester was coupled with 1-bromomethyl-6-methoxy-naphthalene (Lit. 15) and the product obtained was hydrolyzed to give the title compound as a white solid. MS: 330.1 ([M−H]−).